This data is from the Open Reaction Database (ORD), a public repository of structured organic reaction records. The task is: describe an organic reaction: reactants, conditions, products, and yield Reactants: N1=CC=CC=C1 (pyridine), C(C)(=O)OC(C)=O (acetic anhydride), ClC=1C=C(C(=O)NC=2C=NC(=CC2)OC2=C3CCC(C3=CC=C2)=NO)C=CC1Cl (3,4-dichloro-N1-(6-[(1-hydroxyimino-2,3-dihydro-1H-inden-4-yl)oxy]-3-pyridinyl}benzamide). Run in O1CCCC1 (tetrahydrofuran). Run at time 17 hour. Product: C(C)(=O)ON=C1CCC2=C(C=CC=C12)OC1=CC=C(C=N1)NC(C1=CC(=C(C=C1)Cl)Cl)=O (N1-{6-[(1-acetoxyimino-2,3-dihydro-1H-inden-4-yl)oxy]-3-pyridinyl}-3,4-dichlorobenzamide). As a reaction SMILES: [Cl:1][C:2]1[CH:3]=[C:4]([CH:26]=[CH:27][C:28]=1[Cl:29])[C:5]([NH:7][C:8]1[CH:9]=[N:10][C:11]([O:14][C:15]2[CH:23]=[CH:22][CH:21]=[C:20]3[C:16]=2[CH2:17][CH2:18][C:19]3=[N:24][OH:25])=[CH:12][CH:13]=1)=[O:6].N1C=CC=CC=1.[C:36](OC(=O)C)(=[O:38])[CH3:37]>O1CCCC1>[C:36]([O:25][N:24]=[C:19]1[C:20]2[C:16](=[C:15]([O:14][C:11]3[N:10]=[CH:9][C:8]([NH:7][C:5](=[O:6])[C:4]4[CH:26]=[CH:27][C:28]([Cl:29])=[C:2]([Cl:1])[CH:3]=4)=[CH:13][CH:12]=3)[CH:23]=[CH:22][CH:21]=2)[CH2:17][CH2:18]1)(=[O:38])[CH3:37]. Procedure details: 650 mg of N1-{6-[(1-hydroxyimino-2,3-dihydro-1H-inden-4-yl)oxy]-3-pyridinyl}benzamide obtained in Example 47 was dissolved in 10 ml of tetrahydrofuran. To the resulting reaction solution, 1.2 ml of pyridine and 0.7 ml of acetic anhydride were added and the mixture was stirred at room temperature. After 17 hours, the reaction solution was distilled off under reduced pressure and 15 ml of ethyl acetate and 15 ml of water were added to the resulting residue. Then, the deposited powder was isolated ... The reactants are CCOC(=O)C1CC1c1nc2cc(C(=O)N3CC4(C)CC3CC(C)(C)C4)ccc2[nH]1, CCO, [Na+], [OH-]. The product is CC1(C)CC2CC(C)(CN2C(=O)c2ccc3[nH]c(C4CC4C(=O)O)nc3c2)C1. Reaction SMILES: [CH2:1]([CH3:2])[O:3][C:4](=[O:5])[CH:6]1[CH:7]([c:9]2[n:10][c:11]3[c:12]([nH:13]2)[cH:14][cH:15][c:16]([C:18](=[O:19])[N:20]2[CH:21]4[CH2:22][C:23]([CH3:29])([CH3:30])[CH2:24][C:25]([CH3:28])([CH2:26]2)[CH2:27]4)[cH:17]3)[CH2:8]1.[CH3:33][CH2:34][OH:35].[Na+:32].[OH-:31]>>[O:3]=[C:4]([OH:5])[CH:6]1[CH:7]([c:9]2[n:10][c:11]3[c:12]([nH:13]2)[cH:14][cH:15][c:16]([C:18](=[O:19])[N:20]2[CH:21]4[CH2:22][C:23]([CH3:29])([CH3:30])[CH2:24][C:25]([CH3:28])([CH2:26]2)[CH2:27]4)[cH:17]3)[CH2:8]1. Starting materials: Cl.ClCC=1N=CN(C1)CC (4-chloromethyl-1-ethyl-1H-imidazole hydrochloride), C1(=CC=CC=C1)P(C1=CC=CC=C1)C1=CC=CC=C1 (triphenylphosphine). Solvent: C(C)#N (acetonitrile). The product is Cl.[Cl-].C(C)N1C=NC(=C1)C[P+](C1=CC=CC=C1)(C1=CC=CC=C1)C1=CC=CC=C1 ([(1-ethyl-1H-imidazol-4-yl)methyl](triphenyl)phosphonium chloride hydrochloride). Yield: 68.9%. Reaction SMILES: [ClH:1].[Cl:2][CH2:3][C:4]1[N:5]=[CH:6][N:7]([CH2:9][CH3:10])[CH:8]=1.[C:11]1([P:17]([C:24]2[CH:29]=[CH:28][CH:27]=[CH:26][CH:25]=2)[C:18]2[CH:23]=[CH:22][CH:21]=[CH:20][CH:19]=2)[CH:16]=[CH:15][CH:14]=[CH:13][CH:12]=1>C(#N)C>[ClH:2].[Cl-:1].[CH2:9]([N:7]1[CH:8]=[C:4]([CH2:3][P+:17]([C:18]2[CH:19]=[CH:20][CH:21]=[CH:22][CH:23]=2)([C:24]2[CH:29]=[CH:28][CH:27]=[CH:26][CH:25]=2)[C:11]2[CH:12]=[CH:13][CH:14]=[CH:15][CH:16]=2)[N:5]=[CH:6]1)[CH3:10] |f:0.1,4.5.6|. Reported procedure: A mixture of 4-chloromethyl-1-ethyl-1H-imidazole hydrochloride (8.35 g), triphenylphosphine (12.1 g) and acetonitrile (200 mL) was heated under reflux for 16 hrs. After cooling, the obtained mixture was concentrated. Diethyl ether was added to the residue to allow crystallization, and the precipitated crystals were collected by filtration and washed successively with hexane and ethyl acetate. The obtained crystals were recrystallized from methanol-tetrahydrofuran to give [(1-ethyl-1H-imidazol-4-... The reactants are [Na] (sodium), ClC1=CC(=NC(=N1)N)N (6-chloro-2, 4-diamino-pyrimidine), C(C1=CC=CC=C1)O (benzylalcohol). The product is NC1=NC(=CC(=N1)N)OCC1=CC=CC=C1 (2, 4-diamino-6-benzyloxy-pyrimidine). Reaction SMILES: [Na].Cl[C:3]1[N:8]=[C:7]([NH2:9])[N:6]=[C:5]([NH2:10])[CH:4]=1.[CH2:11]([OH:18])[C:12]1[CH:17]=[CH:16][CH:15]=[CH:14][CH:13]=1>>[NH2:9][C:7]1[N:6]=[C:5]([NH2:10])[CH:4]=[C:3]([O:18][CH2:11][C:12]2[CH:17]=[CH:16][CH:15]=[CH:14][CH:13]=2)[N:8]=1 |^1:0|. Reported procedure: A solution of 3.8 g sodium in 100 mL benzylalcohol is heated in an oil bath with 21.6 g 6-chloro-2,4-diamino-pyrimidine (6) for 3 hours at 160° C. The surplus alcohol is distilled off in vacuum.